Task: describe an organic reaction: reactants, conditions, products, and yield. Dataset: the Open Reaction Database (ORD), a public repository of structured organic reaction records Reactants: C1CCOC1, CC(=O)O, O, CC(C)OC(=O)CCCC1CCC2C(CC(OC3CCCCO3)C2C=CC(O)COc2ccccc2)OC1. The product is CC(C)OC(=O)CCCC1CCC2C(CC(O)C2C=CC(O)COc2ccccc2)OC1. RXN SMILES: [CH2:1]1[O:2][CH2:3][CH2:4][CH2:5]1.[CH3:45][C:46](=[O:47])[OH:48].[OH2:6].[OH:7][CH:8]([CH:9]=[CH:10][CH:11]1[CH:12]([O:30][CH:31]2[CH2:32][CH2:33][CH2:34][CH2:35][O:36]2)[CH2:13][CH:14]2[O:15][CH2:16][CH:17]([CH2:21][CH2:22][CH2:23][C:24](=[O:25])[O:26][CH:27]([CH3:28])[CH3:29])[CH2:18][CH2:19][CH:20]12)[CH2:37][O:38][c:39]1[cH:40][cH:41][cH:42][cH:43][cH:44]1>>[OH:7][CH:8]([CH:9]=[CH:10][CH:11]1[CH:12]([OH:30])[CH2:13][CH:14]2[O:15][CH2:16][CH:17]([CH2:21][CH2:22][CH2:23][C:24](=[O:25])[O:26][CH:27]([CH3:28])[CH3:29])[CH2:18][CH2:19][CH:20]12)[CH2:37][O:38][c:39]1[cH:40][cH:41][cH:42][cH:43][cH:44]1.